The task is: describe an organic reaction: reactants, conditions, products, and yield. This data is from the Open Reaction Database (ORD), a public repository of structured organic reaction records. Starting materials: C(C(CCl)OC(=O)N)Cl (ethoxylated castor oil), C(\C=C\C(=O)OCCCCCCCCCCCCC)(=O)OCCCCCCCCCCCCC (ditridecyl fumarate). The product is C(C(CCl)OC(=O)N)Cl.C(\C=C\C(=O)OCCCCCCCCCCCCC)(=O)OCCCCCCCCCCCCC (Ethoxylated Castor Oil Ditridecyl Fumarate). Reaction SMILES: [CH2:1]([Cl:9])[CH:2]([O:5][C:6]([NH2:8])=[O:7])[CH2:3][Cl:4].[C:10]([O:30][CH2:31][CH2:32][CH2:33][CH2:34][CH2:35][CH2:36][CH2:37][CH2:38][CH2:39][CH2:40][CH2:41][CH2:42][CH3:43])(=[O:29])/[CH:11]=[CH:12]/[C:13]([O:15][CH2:16][CH2:17][CH2:18][CH2:19][CH2:20][CH2:21][CH2:22][CH2:23][CH2:24][CH2:25][CH2:26][CH2:27][CH3:28])=[O:14]>>[CH2:1]([Cl:9])[CH:2]([O:5][C:6]([NH2:8])=[O:7])[CH2:3][Cl:4].[C:13]([O:15][CH2:16][CH2:17][CH2:18][CH2:19][CH2:20][CH2:21][CH2:22][CH2:23][CH2:24][CH2:25][CH2:26][CH2:27][CH3:28])(=[O:14])/[CH:12]=[CH:11]/[C:10]([O:30][CH2:31][CH2:32][CH2:33][CH2:34][CH2:35][CH2:36][CH2:37][CH2:38][CH2:39][CH2:40][CH2:41][CH2:42][CH3:43])=[O:29] |f:2.3|. Procedure details: This example illustrates the synthesis of uncapped surfactants from ethoxylated castor oil and ditridecyl fumarate utilizing different levels of initiator. Starting materials: C(C)(=O)N1CCN(CC1)C=1C=CC(=NC1)CCC1=CC=C(S1)C(=O)NNC(=O)OC(C)(C)C (tert-butyl 2-[(5-{2-[5-(4-acetylpiperazin-1-yl)pyridin-2-yl]ethyl}thiophen-2-yl)carbonyl]hydrazinecarboxylate), FC(C(=O)O)(F)F (trifluoroacetic acid), FC(C(=O)O)(F)F (trifluoroacetic acid). Run in ClCCl (dichloromethane). Reaction conditions: time 1 hour. The product is C(C)(=O)N1CCN(CC1)C=1C=CC(=NC1)CCC1=CC=C(S1)C(=O)NN (5-{2-[5-(4-acetylpiperazin-1-yl)pyridin-2-yl]ethyl}thiophene-2-carbohydrazide). Yield: 73.2%. Reaction SMILES: [C:1]([N:4]1[CH2:9][CH2:8][N:7]([C:10]2[CH:11]=[CH:12][C:13]([CH2:16][CH2:17][C:18]3[S:22][C:21]([C:23]([NH:25][NH:26]C(OC(C)(C)C)=O)=[O:24])=[CH:20][CH:19]=3)=[N:14][CH:15]=2)[CH2:6][CH2:5]1)(=[O:3])[CH3:2].FC(F)(F)C(O)=O>ClCCl>[C:1]([N:4]1[CH2:9][CH2:8][N:7]([C:10]2[CH:11]=[CH:12][C:13]([CH2:16][CH2:17][C:18]3[S:22][C:21]([C:23]([NH:25][NH2:26])=[O:24])=[CH:20][CH:19]=3)=[N:14][CH:15]=2)[CH2:6][CH2:5]1)(=[O:3])[CH3:2]. Reported procedure: To a solution of tert-butyl 2-[(5-{2-[5-(4-acetylpiperazin-1-yl)pyridin-2-yl]ethyl}thiophen-2-yl)carbonyl]hydrazinecarboxylate (300.0 mg) in anhydrous dichloromethane (15 ml) was added trifluoroacetic acid (0.91 ml, 12.3 mmol) at 0° C. After stirring at room temperature for 1 hr, the mixture was cooled again to 0° C., and trifluoroacetic acid (0.91 ml, 12.3 mmol) was added. After stirring at room temperature for 12.5 hrs, the reaction mixture was concentrated under reduced pressure. Ethyl acetat...